Dataset: the Open Reaction Database (ORD), a public repository of structured organic reaction records. Task: describe an organic reaction: reactants, conditions, products, and yield Reactants: CNC(=O)C(NC(=O)c1nc(-c2ccccc2)n2c1CN(C(=O)OC(C)(C)C)CCC2)C(C)(C)C, ClCCl, O=C(O)C(F)(F)F. Product: CNC(=O)C(NC(=O)c1nc(-c2ccccc2)n2c1CNCCC2)C(C)(C)C. RXN SMILES: [CH3:1][C:2]([CH:3]([C:4](=[O:5])[NH:6][CH3:7])[NH:8][C:9](=[O:10])[c:11]1[n:12][c:13](-[c:28]2[cH:29][cH:30][cH:31][cH:32][cH:33]2)[n:14]2[c:15]1[CH2:16][N:17]([C:21]([O:22][C:23]([CH3:24])([CH3:25])[CH3:26])=[O:27])[CH2:18][CH2:19][CH2:20]2)([CH3:34])[CH3:35].[Cl:36][CH2:37][Cl:38].[F:39][C:40]([F:41])([F:42])[C:43]([OH:44])=[O:45]>>[CH3:1][C:2]([CH:3]([C:4](=[O:5])[NH:6][CH3:7])[NH:8][C:9](=[O:10])[c:11]1[n:12][c:13](-[c:28]2[cH:29][cH:30][cH:31][cH:32][cH:33]2)[n:14]2[c:15]1[CH2:16][NH:17][CH2:18][CH2:19][CH2:20]2)([CH3:34])[CH3:35]. Reactants: C[O-].[Na+] (sodium methylate), methyl cis trans-3-pentenoate, C(\C=C/CC)(=O)OC (methyl 2-cis-pentenoate), C(\C=C\CC)(=O)OC (methyl 2-trans-pentenoate). Solvent: CO (methanol). Reaction conditions: temperature 65 celsius, time 4 hour. The product is COC(CC(=O)OC)CC (methyl 3-methoxyvalerate). Isolated yield 2998.3%. Reaction SMILES: C[O-].[Na+].[C:4]([O:10][CH3:11])(=[O:9])/[CH:5]=[CH:6]\[CH2:7][CH3:8].[C:12](OC)(=[O:17])/C=C/CC>CO>[CH3:12][O:17][CH:6]([CH2:7][CH3:8])[CH2:5][C:4]([O:10][CH3:11])=[O:9] |f:0.1|. Procedure details: A solution of 5.4 g of sodium methylate in 64 g of methanol was added to a mixture of 192 g of methyl cis trans-3-pentenoate, 4 g of methyl 2-cis-pentenoate and 28 g of methyl 2-trans-pentenoate, and the mixture was heated to 65° C. and stirred for four hours at this temperature. After the working up procedure described in Example 1, 153.6 g (53% of theory) of methyl 3-methoxyvalerate were obtained. The reactants are O (water), C1NCCC2=CC=CC=C12 (Tetrahydroisoquinoline), C1(CCC2=CC=CC=C12)=O (1-indanone), O=P12OP3(=O)OP(=O)(O1)OP(=O)(O2)O3 (P2O5). Solvent: C1(=CC=CC=C1)C (toluene). Yields the product C1C=C(C2=CC=CC=C12)N1CC2=CC=CC=C2CC1 (1,2,3,4-Tetrahydro-2-(1H-inden-3-yl)-isoquinoline). The yield is 96.9%. Reaction SMILES: [CH2:1]1[C:10]2[C:5](=[CH:6][CH:7]=[CH:8][CH:9]=2)[CH2:4][CH2:3][NH:2]1.[C:11]1(=O)[C:19]2[C:14](=[CH:15][CH:16]=[CH:17][CH:18]=2)[CH2:13][CH2:12]1.O=P12OP3(OP(OP(O3)(O1)=O)(=O)O2)=O.O>C1(C)C=CC=CC=1>[CH2:11]1[C:19]2[C:14](=[CH:15][CH:16]=[CH:17][CH:18]=2)[C:13]([N:2]2[CH2:3][CH2:4][C:5]3[C:10](=[CH:9][CH:8]=[CH:7][CH:6]=3)[CH2:1]2)=[CH:12]1. Procedure details: Tetrahydroisoquinoline (Aldrich Chemical, 18.0 g, 135.1 mmol), 1-indanone (10.0 g, 75.1 mmol) and P2O5 (2.30 g, 16.1 mmol) in 150 mL of toluene were stirred under nitrogen and refluxed for 10 h with water removal via a Dean Stark apparatus. Upon cooling a large amount of fine white powder precipitated (as amine phosphate salts). The dark green solution was filtered under N2 through a medium porosity frit and assayed by NMR after tolune removal (about 85:15 mole ratio of product to ketone). Solve... Reactants: BrC1=C(C=C(C=C1F)O)F (4-bromo-3,5-difluorophenol), OC[C@H](C)NC(OC(C)(C)C)=O (tert-butyl [(1S)-2-hydroxy-1-methylethyl]carbamate), C1(=CC=CC=C1)P(C1=CC=CC=C1)C1=CC=CC=C1 (triphenylphosphine), N(=NC(=O)OC(C)C)C(=O)OC(C)C (diisopropyl azodicarboxylate). Run in C1CCOC1 (THF). Reaction conditions: temperature 60 celsius, time 8 hour. Product: BrC1=C(C=C(OC[C@H](C)NC(OC(C)(C)C)=O)C=C1F)F (tert-butyl [(1S)-2-(4-bromo-3,5-difluorophenoxy)-1-methylethyl]carbamate). The yield is 58.2%. As a reaction SMILES: [Br:1][C:2]1[C:7]([F:8])=[CH:6][C:5]([OH:9])=[CH:4][C:3]=1[F:10].O[CH2:12][C@@H:13]([NH:15][C:16](=[O:22])[O:17][C:18]([CH3:21])([CH3:20])[CH3:19])[CH3:14].C1(P(C2C=CC=CC=2)C2C=CC=CC=2)C=CC=CC=1.N(C(OC(C)C)=O)=NC(OC(C)C)=O>C1COCC1>[Br:1][C:2]1[C:7]([F:8])=[CH:6][C:5]([O:9][CH2:14][C@@H:13]([NH:15][C:16](=[O:22])[O:17][C:18]([CH3:19])([CH3:21])[CH3:20])[CH3:12])=[CH:4][C:3]=1[F:10]. Procedure: To a solution of 4-bromo-3,5-difluorophenol (5.0 g), tert-butyl [(1S)-2-hydroxy-1-methylethyl]carbamate (5 g) and triphenylphosphine (7.5 g) in THF (50 mL) was added diisopropyl azodicarboxylate (1.9 M in toluene, 14 mL) dropwise at room temperature. The reaction mixture was stirred at 60° C. overnight and concentrated under reduced pressure. The residue was purified by silica gel column chromatography (hexane/ethyl acetate) to afford the title compound (5.1 g). Starting materials: ClC1=CC=C(C=C1)C(O)C=1N(C(=NC1)S)C ((4-Chlorophenyl)-(2-mercapto-3-methyl-3H-imidazol-4-yl)-methanol), BrCCC (bromopropane). The product is ClC1=CC=C(C=C1)C(O)C=1N(C(=NC1)SCCC)C ((4-Chlorophenyl)-(3-methyl-2-propylsulfanyl-3H-imidazol-4-yl)-methanol). The yield is 71.0%. As a reaction SMILES: [Cl:1][C:2]1[CH:7]=[CH:6][C:5]([CH:8]([C:10]2[N:11]([CH3:16])[C:12]([SH:15])=[N:13][CH:14]=2)[OH:9])=[CH:4][CH:3]=1.Br[CH2:18][CH2:19][CH3:20]>>[Cl:1][C:2]1[CH:3]=[CH:4][C:5]([CH:8]([C:10]2[N:11]([CH3:16])[C:12]([S:15][CH2:18][CH2:19][CH3:20])=[N:13][CH:14]=2)[OH:9])=[CH:6][CH:7]=1. Procedure: The product of Example I, Step A (3.35 g) was subjected to the same conditions as described in Example I, Step B except that bromopropane (1.4 mL) was employed as the alkylating agent to provide (4-Chlorophenyl)-(3-methyl-2-propylsulfanyl-3H-imidazol-4-yl)-methanol (2.69 g, 71%). M calc=296; M+H found=297. Calculated for C14H17N2OSCl: C 56.65, H 5.77, 9.44; found C 55.88, H 5.88, N 9.84. Starting materials: C(C)(C)(C)[Li] (t-Butyllithium), BrC=1C=C(C=CC1)C1=CC=CC=C1 (3-Bromobiphenyl), S(=O)(=O)(Cl)Cl (sulfuryl chloride). Run in C(C)(=O)OCC (ethyl acetate), CCOCC (ether). Conditions: temperature -78 celsius. Product: C1(=CC(=CC=C1)S(=O)(=O)Cl)C1=CC=CC=C1 (3-biphenylsulfonyl chloride). Isolated yield 49.5%. Reaction SMILES: Br[C:2]1[CH:3]=[C:4]([C:8]2[CH:13]=[CH:12][CH:11]=[CH:10][CH:9]=2)[CH:5]=[CH:6][CH:7]=1.C([Li])(C)(C)C.[S:19](Cl)([Cl:22])(=[O:21])=[O:20]>CCOCC.C(OCC)(=O)C>[C:4]1([C:8]2[CH:13]=[CH:12][CH:11]=[CH:10][CH:9]=2)[CH:5]=[CH:6][CH:7]=[C:2]([S:19]([Cl:22])(=[O:21])=[O:20])[CH:3]=1. Procedure: 3-Bromobiphenyl (1.5 g, 6.4 mmol) was dissolved in ether (15 ml) and cooled to -78° C. t-Butyllithium (1.7 M solution in hexane, 3.8 ml, 6.4 mmol) was added dropwise under constant stirring and an argon atmosphere. The resultant reaction mixture was stirred at -10° C. to -5° C. for 6 h. The reaction mixture was cooled to -78° C. and sulfuryl chloride (0.64 ml, 6.4 mmol) was added dropwise. After completion of the addition, the reaction mixture was allowed to attain ambient temperature slowly and...